describe an organic reaction: reactants, conditions, products, and yield From a dataset of the Open Reaction Database (ORD), a public repository of structured organic reaction records. The reactants are [N+](=O)([O-])C1=C(C=CC(=C1)N)N (2-nitro-benzene-1,4-diamine), CN(C1=CC=CC=C1)C (N,N-dimethylaniline), C(C)(C)C1=CC=C(C=C1)S(=O)(=O)Cl (4-isopropyl-benzenesulfonylchloride). The solvent is C(C)#N (acetonitrile). Conditions: temperature 0 celsius, time 16 hour. Product: NC1=C(C=C(C=C1)NS(=O)(=O)C1=CC=C(C=C1)C(C)C)[N+](=O)[O-] (N-(4-Amino-3-nitro-phenyl)-4-isopropyl-benzenesulfonamide). Isolated yield 55.4%. Reaction SMILES: [N+:1]([C:4]1[CH:9]=[C:8]([NH2:10])[CH:7]=[CH:6][C:5]=1[NH2:11])([O-:3])=[O:2].CN(C)C1C=CC=CC=1.[CH:21]([C:24]1[CH:29]=[CH:28][C:27]([S:30](Cl)(=[O:32])=[O:31])=[CH:26][CH:25]=1)([CH3:23])[CH3:22]>C(#N)C>[NH2:11][C:5]1[CH:6]=[CH:7][C:8]([NH:10][S:30]([C:27]2[CH:28]=[CH:29][C:24]([CH:21]([CH3:23])[CH3:22])=[CH:25][CH:26]=2)(=[O:32])=[O:31])=[CH:9][C:4]=1[N+:1]([O-:3])=[O:2]. Reported procedure: To a mixture of 2-nitro-benzene-1,4-diamine (10 g, 65.30 mmol) and N,N-dimethylaniline (8.7 g, 71.83 mmol) in acetonitrile (310 ml) at 0° C. 4-isopropyl-benzenesulfonylchloride (13.85 g, 63.34 mmol) was added over a period of 1 h. The mixture was stirred at 0° C. for 1 h and for 16 h at room temperature. After concentrating the mixture in vacuo the obtained oil was triturated with water. The precipitate was collected, washed with ethanol and dried in vacuo to give the product as a yellow powder ... Starting materials: C(C)(C)[Mg]Cl (Isopropylmagnesium chloride), IC1=CN=C2N1C=CC=C2 (3-iodoimidazo[1,2-a]pyridine), C(CCC)[Sn](Cl)(CCCC)CCCC (tributylchlorostannane). Run in CCCCCC (hexane), C1CCOC1 (THF). Conditions: temperature 20 celsius, time 0.5 hour. Product: C(CCC)[Sn](C1=CN=C2N1C=CC=C2)(CCCC)CCCC (3-tributylstannanyl-imidazo[1,2-a]pyridine). Reaction SMILES: I[C:2]1[N:6]2[CH:7]=[CH:8][CH:9]=[CH:10][C:5]2=[N:4][CH:3]=1.C([Mg]Cl)(C)C.[CH2:16]([Sn:20]([CH2:26][CH2:27][CH2:28][CH3:29])([CH2:22][CH2:23][CH2:24][CH3:25])Cl)[CH2:17][CH2:18][CH3:19]>C1COCC1.CCCCCC>[CH2:26]([Sn:20]([CH2:16][CH2:17][CH2:18][CH3:19])([CH2:22][CH2:23][CH2:24][CH3:25])[C:2]1[N:6]2[CH:7]=[CH:8][CH:9]=[CH:10][C:5]2=[N:4][CH:3]=1)[CH2:27][CH2:28][CH3:29]. Reported procedure: In a 100 mL three-necked flask, 3-iodoimidazo[1,2-a]pyridine (0.9 g, 3.69 mmol) was dissolved in 50 ml THF at −5° C. using an acetone/ice bath. Isopropylmagnesium chloride (1.3 M, 2.84 ml, 3.69 mmol) was added via a syringe and a light white suspension formed. After 0.5 h, tributylchlorostannane (1.15 g, 0.95 μl, 3.69 mmol) was added. This was stirred at 20° C. for 1.5 h. The reaction mixture was diluted with hexane (100 ml), quenched with a saturated solution of ammonium chloride and the organi... Starting materials: ClC=1C=C(CO[C@@]23CCC([C@H]4[C@]25C=2C(=C(C=CC2C[C@H]3N(CC5)C)O)O4)=O)C=CC1 (14β-[(3-chlorobenzyl)oxy]-4,5α-epoxy-3-hydroxy-17-methylmorphinan-6-one), C(=O)([O-])[O-].[K+].[K+] (K2CO3), C(C#C)Br (propargylbromide). The solvent is CC(=O)C (acetone). Product: Cl.ClC=1C=C(CO[C@@]23CCC([C@H]4[C@]25C=2C(=C(C=CC2C[C@H]3N(CC5)C)OCC#C)O4)=O)C=CC1 (14β-[(3-chlorobenzyl)oxy]-4,5α-epoxy-17-methyl-3-[(prop-2-inyl)oxy]-morphinan-6-one hydrochloride). RXN SMILES: [Cl:1][C:2]1[CH:3]=[C:4]([CH:28]=[CH:29][CH:30]=1)[CH2:5][O:6][C@:7]12[C@@H:20]3[N:21]([CH3:24])[CH2:22][CH2:23][C@:12]41[C:13]1[C:14]([O:26][C@H:11]4[C:10](=[O:27])[CH2:9][CH2:8]2)=[C:15]([OH:25])[CH:16]=[CH:17][C:18]=1[CH2:19]3.C([O-])([O-])=O.[K+].[K+].[CH2:37](Br)[C:38]#[CH:39]>CC(C)=O>[ClH:1].[Cl:1][C:2]1[CH:3]=[C:4]([CH:28]=[CH:29][CH:30]=1)[CH2:5][O:6][C@:7]12[C@@H:20]3[N:21]([CH3:24])[CH2:22][CH2:23][C@:12]41[C:13]1[C:14]([O:26][C@H:11]4[C:10](=[O:27])[CH2:9][CH2:8]2)=[C:15]([O:25][CH2:39][C:38]#[CH:37])[CH:16]=[CH:17][C:18]=1[CH2:19]3 |f:1.2.3,6.7|. Procedure details: A mixture of unpurified 14β-[(3-chlorobenzyl)oxy]-4,5α-epoxy-3-hydroxy-17-methylmorphinan-6-one (500 mg of brown foamy resin), K2CO3 (485 mg, 3.51 mmol) and propargylbromide (0.26 ml, 3.51 mmol) and 40 ml acetone (with 0.5% H2O) was reflux heated under N2 for 3 h. After cooling the inorganic material was filtered off, washed with CH2Cl2 and the filtrate evaporated down. The evaporation residue (538 mg of brown oil) was purified using column chromatography (silica gel; CH2Cl2/MeOH/conc. NH4OH (25...